This data is from the Open Reaction Database (ORD), a public repository of structured organic reaction records. The task is: describe an organic reaction: reactants, conditions, products, and yield The reactants are Cl (hydrochloric acid), COC(=O)CCC(C(=O)N(CC(=O)O)CCCCC)CS(=O)(=O)C1=CC2=CC=CC=C2C=C1 (N-[2-(2-methoxycarbonylethyl)-3-(2-naphthylsulfonyl)propionyl]-N-pentylglycine), N1CCCCC1 (piperidine), C(#N)P(OCC)(OCC)=O (diethyl cyanophosphonate). Solvent: CN(C=O)C (N,N-dimethylformamide). Conditions: temperature 0 celsius. The product is C1=C(C=CC2=CC=CC=C12)S(=O)(=O)CC(CCC(=O)OC)C(N(CC(=O)N1CCCCC1)CCCCC)=O (methyl 5-(2-naphthylsulfonyl)-4-(N-pentyl-N-piperidinocarbonylmethylcarbamoyl)pentanoate). As a reaction SMILES: [CH3:1][O:2][C:3]([CH2:5][CH2:6][CH:7]([CH2:20][S:21]([C:24]1[CH:33]=[CH:32][C:31]2[C:26](=[CH:27][CH:28]=[CH:29][CH:30]=2)[CH:25]=1)(=[O:23])=[O:22])[C:8]([N:10]([CH2:15][CH2:16][CH2:17][CH2:18][CH3:19])[CH2:11][C:12](O)=[O:13])=[O:9])=[O:4].[NH:34]1[CH2:39][CH2:38][CH2:37][CH2:36][CH2:35]1.C(P(=O)(OCC)OCC)#N.Cl>CN(C)C=O>[CH:25]1[C:26]2[C:31](=[CH:30][CH:29]=[CH:28][CH:27]=2)[CH:32]=[CH:33][C:24]=1[S:21]([CH2:20][CH:7]([C:8](=[O:9])[N:10]([CH2:15][CH2:16][CH2:17][CH2:18][CH3:19])[CH2:11][C:12]([N:34]1[CH2:39][CH2:38][CH2:37][CH2:36][CH2:35]1)=[O:13])[CH2:6][CH2:5][C:3]([O:2][CH3:1])=[O:4])(=[O:22])=[O:23]. Procedure: To a solution of N-[2-(2-methoxycarbonylethyl)-3-(2-naphthylsulfonyl)propionyl]-N-pentylglycine (0.30 g), piperidine (0.12 ml) in N,N-dimethylformamide (5 ml) was added diethyl cyanophosphonate (0.1 ml) with stirring at 0° C. After stirring at room temperature for 16 hours, a dilute hydrochloric acid was added, and the reaction mixture was extracted with ethyl acetate. The organic layer was washed with a saturated sodium bicarbonate solution and water, dried over MgSO4, and evaporated at reduced... Starting materials: [NH4+].[Cl-] (NH4Cl), NC1=C(C(=NS1)C1=CC(=CC=C1)[N+](=O)[O-])C(=O)N (5-amino-3-(3-nitrophenyl)isothiazole-4-carboxamide), [NH4+].[Cl-] (NH4Cl). Reagents/catalysts: [Zn] (Zn), [Zn] (Zn). Solvent: CO (MeOH). Product: NC1=C(C(=NS1)C1=CC(=CC=C1)N)C(=O)N (5-Amino-3-(3-aminophenyl)isothiazole-4-carboxamide). Yield: 70.4%. Reaction SMILES: [NH2:1][C:2]1[S:6][N:5]=[C:4]([C:7]2[CH:12]=[CH:11][CH:10]=[C:9]([N+:13]([O-])=O)[CH:8]=2)[C:3]=1[C:16]([NH2:18])=[O:17].[NH4+].[Cl-]>CO.[Zn]>[NH2:1][C:2]1[S:6][N:5]=[C:4]([C:7]2[CH:12]=[CH:11][CH:10]=[C:9]([NH2:13])[CH:8]=2)[C:3]=1[C:16]([NH2:18])=[O:17] |f:1.2|. Reported procedure: A mixture of 5-amino-3-(3-nitrophenyl)isothiazole-4-carboxamide (150 mg, 0.57 mmol), 0.5 mL saturated aqueous NH4Cl, and catalytic Zn powder in 6 mL MeOH was rapidly stirred at rt. After 1.5 hours additional saturated aqueous NH4Cl and catalytic Zn powder was added several times to push the reaction to completion. At 20 hours the reaction was heated at 55° C. for 6 hours, then stirred overnight at rt. The reaction was filtered using Celite and the solids rinsed with MeOH, the filtrate evaporated... The reactants are ClC1=C2C(=NC(=C1)C1=C3C=NNC3=CC=C1)N(N=C2)C (4-Chloro-6-(1H-indazol-4-yl)-1-methyl-1H-pyrazolo[3,4-b]pyridine), CS(=O)(=O)C1=CC=C(C=C1)B(O)O (4-(methanesulfonyl)benzene boronic acid), C([O-])([O-])=O.[Na+].[Na+] (Sodium carbonate). The reagents and catalysts are Cl[Pd]([P](C1=CC=CC=C1)(C2=CC=CC=C2)C3=CC=CC=C3)([P](C4=CC=CC=C4)(C5=CC=CC=C5)C6=CC=CC=C6)Cl (bis(triphenylphosphine)palladium(II) chloride). Run in C(C)#N (acetonitrile), O (Water), O (water). Reaction conditions: temperature 130 celsius. Yields the product N1N=CC2=C(C=CC=C12)C1=CC(=C2C(=N1)N(N=C2)C)C2=CC=C(C=C2)S(=O)(=O)C (6-(1H-indazol-4-yl)-1-methyl-4-(4-(methylsulfonyl)phenyl)-1H-pyrazolo[3,4-b]pyridine). Reaction SMILES: Cl[C:2]1[CH:7]=[C:6]([C:8]2[CH:16]=[CH:15][CH:14]=[C:13]3[C:9]=2[CH:10]=[N:11][NH:12]3)[N:5]=[C:4]2[N:17]([CH3:20])[N:18]=[CH:19][C:3]=12.[CH3:21][S:22]([C:25]1[CH:30]=[CH:29][C:28](B(O)O)=[CH:27][CH:26]=1)(=[O:24])=[O:23].C(=O)([O-])[O-].[Na+].[Na+]>C(#N)C.O.Cl[Pd](Cl)([P](C1C=CC=CC=1)(C1C=CC=CC=1)C1C=CC=CC=1)[P](C1C=CC=CC=1)(C1C=CC=CC=1)C1C=CC=CC=1>[NH:12]1[C:13]2[C:9](=[C:8]([C:6]3[N:5]=[C:4]4[N:17]([CH3:20])[N:18]=[CH:19][C:3]4=[C:2]([C:28]4[CH:29]=[CH:30][C:25]([S:22]([CH3:21])(=[O:24])=[O:23])=[CH:26][CH:27]=4)[CH:7]=3)[CH:16]=[CH:15][CH:14]=2)[CH:10]=[N:11]1 |f:2.3.4,^1:46,65|. Reported procedure: 4-Chloro-6-(1H-indazol-4-yl)-1-methyl-1H-pyrazolo[3,4-b]pyridine 7 (80 mg, 0.28 mmol) and 4-(methanesulfonyl)benzene boronic acid (1.4 equiv.) were suspended in 2 ml acetonitrile. Sodium carbonate (3 equiv., 92 mg) and bis(triphenylphosphine)palladium(II) chloride (0.05 equiv.) were added as a solution in water (0.5 ml). The reaction mixture was heated in microwave at 130° C. for 20 min. Water was added to the mixture, and the precipitated product was filtered and purified by column chromatograp...